Dataset: the Open Reaction Database (ORD), a public repository of structured organic reaction records. Task: describe an organic reaction: reactants, conditions, products, and yield Starting materials: FC(C(=O)O)(F)F (Trifluoroacetic acid), C(C)(C)(C)OC(=O)N1CCC(CC1)C1=CC=C(C=C1)[C@H](C)N1C(O[C@](CC1)(C1=CC=CC=C1)CC(C)(C)O)=O (4-(4-{(S)-1-[(S)-6-(2-hydroxy-2-methyl-propyl)-2-oxo-6-phenyl-[1,3]oxazinan-3-yl]-ethyl}-phenyl)-piperidine-1-carboxylic acid tert-butyl ester), C(=O)(O)[O-].[Na+] (NaHCO3). The solvent is ClCCl (dichloromethane), ClCCl (dichloromethane). Run at time 8 hour. The product is OC(C[C@@]1(CCN(C(O1)=O)[C@@H](C)C1=CC=C(C=C1)C1CCNCC1)C1=CC=CC=C1)(C)C ((S)-6-(2-Hydroxy-2-methyl-propyl)-6-phenyl-3-[(S)-1-(4-piperidin-4-yl-phenyl)-ethyl]-[1,3]oxazinan-2-one). Reaction SMILES: FC(F)(F)C(O)=O.C(OC([N:15]1[CH2:20][CH2:19][CH:18]([C:21]2[CH:26]=[CH:25][C:24]([C@@H:27]([N:29]3[CH2:34][CH2:33][C@:32]([CH2:41][C:42]([OH:45])([CH3:44])[CH3:43])([C:35]4[CH:40]=[CH:39][CH:38]=[CH:37][CH:36]=4)[O:31][C:30]3=[O:46])[CH3:28])=[CH:23][CH:22]=2)[CH2:17][CH2:16]1)=O)(C)(C)C.C([O-])(O)=O.[Na+]>ClCCl>[OH:45][C:42]([CH3:43])([CH3:44])[CH2:41][C@@:32]1([C:35]2[CH:40]=[CH:39][CH:38]=[CH:37][CH:36]=2)[O:31][C:30](=[O:46])[N:29]([C@H:27]([C:24]2[CH:25]=[CH:26][C:21]([CH:18]3[CH2:19][CH2:20][NH:15][CH2:16][CH2:17]3)=[CH:22][CH:23]=2)[CH3:28])[CH2:34][CH2:33]1 |f:2.3|. Procedure details: Trifluoroacetic acid (0.40 mL) was added to a solution of 4-(4-{(S)-1-[(S)-6-(2-hydroxy-2-methyl-propyl)-2-oxo-6-phenyl-[1,3]oxazinan-3-yl]-ethyl}-phenyl)-piperidine-1-carboxylic acid tert-butyl ester (0.29 g) in dichloromethane (10 mL). The resulting solution was stirred at room temperature overnight. Then, more dichloromethane was added and the solution was neutralized using aqueous saturated NaHCO3 solution. The organic phase was separated, washed with water, and dried (MgSO4). The solvent wa... The reactants are ClC=1C=CC2=C(NC(CC(C2=O)=CN(C)C)=O)C1 (8-chloro-4-((dimethylamino)methylene)-3,4-dihydro-1H-benzo[b]azepine-2,5-dione), OCC=1C=C(C=CC1)NC(=N)N (1-(3-(hydroxymethyl)phenyl)-guanidine). Product: ClC=1C=CC2=C(NC(CC3=C2N=C(N=C3)NC3=CC(=CC=C3)CO)=O)C1 (9-Chloro-2-(3-hydroxymethyl-phenylamino)-5H,7H-benzo[b]pyrimido[4,5-d]-azepine-6-one). Reaction SMILES: [Cl:1][C:2]1[CH:3]=[CH:4][C:5]2[C:11](=O)[C:10](=[CH:13]N(C)C)[CH2:9][C:8](=[O:17])[NH:7][C:6]=2[CH:18]=1.[OH:19][CH2:20][C:21]1[CH:22]=[C:23]([NH:27][C:28]([NH2:30])=[NH:29])[CH:24]=[CH:25][CH:26]=1>>[Cl:1][C:2]1[CH:3]=[CH:4][C:5]2[C:11]3[N:29]=[C:28]([NH:27][C:23]4[CH:24]=[CH:25][CH:26]=[C:21]([CH2:20][OH:19])[CH:22]=4)[N:30]=[CH:13][C:10]=3[CH2:9][C:8](=[O:17])[NH:7][C:6]=2[CH:18]=1. Procedure details: In a manner similar to method I, 8-chloro-4-((dimethylamino)methylene)-3,4-dihydro-1H-benzo[b]azepine-2,5-dione (v-j) and 1-(3-(hydroxymethyl)phenyl)-guanidine were converted to I-79 (51%): HRMS Calcd. for C19H15ClN4O2: 367.0961, Found 367.0973. Starting materials: O=C([O-])[O-], CC(C(=O)[O-])c1c(C(=O)c2cccn2C)[nH]c2ccc(Cl)cc12, CO, [K+], [K+], O. The product is Cn1cccc1C(=O)c1[nH]c2ccc(Cl)cc2c1CC(=O)O. RXN SMILES: [C:24](=[O:25])([O-:26])[O-:27].[CH3:1][CH:2]([C:3](=[O:4])[O-:5])[c:6]1[c:7]([C:16](=[O:17])[c:18]2[n:19]([CH3:23])[cH:20][cH:21][cH:22]2)[nH:8][c:9]2[cH:10][cH:11][c:12]([Cl:15])[cH:13][c:14]12.[CH3:31][OH:32].[K+:28].[K+:29].[OH2:30]>>[CH2:2]([C:3](=[O:4])[OH:5])[c:6]1[c:7]([C:16](=[O:17])[c:18]2[n:19]([CH3:23])[cH:20][cH:21][cH:22]2)[nH:8][c:9]2[cH:10][cH:11][c:12]([Cl:15])[cH:13][c:14]12. The reactants are NC1=CC=C2NC(C(N(C2=C1)C1CCCCC1)=O)=O (7-amino-1-cyclohexyl-2,3(1H,4H)-quinoxalinedione), NC1=CC=C2NC(C(N(C2=C1)C1CCCCC1)=O)=O (7-amino-1-cyclohexyl-2,3(1H,4H)-quinoxalinedione), C(C)(=O)OC(C)=O (acetic anhydride). The reagents and catalysts are CN(C)C1=CC=NC=C1 (4-(N,N-dimethylamino)pyridine). Run in C(C)(=O)O (acetic acid). Run at time 30 minute. The product is C(C)(=O)NC1=CC=C2NC(C(N(C2=C1)C1CCCCC1)=O)=O (7-Acetamido-1-cyclohexyl-2,3(1H,4H)-quinoxalinedione). Isolated yield 98.6%. As a reaction SMILES: [NH2:1][C:2]1[CH:11]=[C:10]2[C:5]([NH:6][C:7](=[O:19])[C:8](=[O:18])[N:9]2[CH:12]2[CH2:17][CH2:16][CH2:15][CH2:14][CH2:13]2)=[CH:4][CH:3]=1.[C:20](OC(=O)C)(=[O:22])[CH3:21]>C(O)(=O)C.CN(C1C=CN=CC=1)C>[C:20]([NH:1][C:2]1[CH:11]=[C:10]2[C:5]([NH:6][C:7](=[O:19])[C:8](=[O:18])[N:9]2[CH:12]2[CH2:17][CH2:16][CH2:15][CH2:14][CH2:13]2)=[CH:4][CH:3]=1)(=[O:22])[CH3:21]. Procedure: 18.3 g (70 mmol) of 7-amino-1-cyclohexyl-2,3(1H,4H)-quinoxalinedione (product e2 from Example 36) were dissolved in 250 ml of acetic acid and, after a spatula tip of 4-(N,N-dimethylamino)pyridine had been added, 7.2 g (70 mmol) of acetic anhydride were added dropwise. The mixture was stirred at room temperature for 30 min and then the precipitate was filtered off with suction and dried to yield 20.8 g (98%) of the product. Melting point 227°-230° C. (decomposition). Reactants: COC(C(C1=CC=C(C=C1)O)=O)=O (4-Hydroxy-alpha-oxobenzeneacetic acid methyl ester), [H-].[Na+] (sodium hydride), C1(=C(C=CC=C1)C(CBr)=O)C1=CC=CC=C1 (1-[1,1'-biphenyl]-2-yl-2-bromoethanone). The solvent is CN(C=O)C (dimethylformamide), CN(C=O)C (dimethylformamide). Run at time 30 minute. Product: COC(C(C1=CC=C(C=C1)OCC(=O)C1=C(C=CC=C1)C1=CC=CC=C1)=O)=O (4-[2-[[1,1'-biphenyl]-2-yl]-2-oxoethoxy]-alpha-oxobenzeneacetic acid methyl ester). Isolated yield 41.4%. As a reaction SMILES: [CH3:1][O:2][C:3](=[O:13])[C:4](=[O:12])[C:5]1[CH:10]=[CH:9][C:8]([OH:11])=[CH:7][CH:6]=1.[H-].[Na+].[C:16]1([C:26]2[CH:31]=[CH:30][CH:29]=[CH:28][CH:27]=2)[CH:21]=[CH:20][CH:19]=[CH:18][C:17]=1[C:22](=[O:25])[CH2:23]Br>CN(C)C=O>[CH3:1][O:2][C:3](=[O:13])[C:4](=[O:12])[C:5]1[CH:10]=[CH:9][C:8]([O:11][CH2:23][C:22]([C:17]2[CH:18]=[CH:19][CH:20]=[CH:21][C:16]=2[C:26]2[CH:31]=[CH:30][CH:29]=[CH:28][CH:27]=2)=[O:25])=[CH:7][CH:6]=1 |f:1.2|. Reported procedure: 4-Hydroxy-alpha-oxobenzeneacetic acid methyl ester (0.721 g) in dimethylformamide (8 mL) under argon was treated with 55% sodium hydride (0.175 g), stirred for 30 minutes and then 1-[1,1'-biphenyl]-2-yl-2-bromoethanone (1.1 g) in dimethylformamide (4 mL). The mixture was stirred at room temperature overnight and worked up as in Example 20. The residual oil (1.5 g) was purified by flash chromatography over silica gel (dichloromethane) to afford of 0.62 g of 4-[2-[[1,1'-biphenyl]-2-yl]-2-oxoethoxy... The reactants are BrC=1C(C2=CC(=CC=C2C1C1=C(C=C(C=C1)F)F)OCCN1CCS(CC1)(=O)=O)=O (2-Bromo-3-(2,4-difluorophenyl)-6-[2-(1,1-dioxothiomorpholin-4-yl)ethoxy]-1H-inden-1-one), O1CCN(CC1)CCOC1=CC=C2C(=C(C(C2=C1)=O)Br)C1=CC=CC=C1 (6-(2-morpholinoethoxy)-2-bromo-3-phenyl-1H-inden-1-one), B(C=1C=CC(=CC1)C)(O)O (p-tolylboronic acid). Yields the product FC1=C(C=CC(=C1)F)C1=C(C(C2=CC(=CC=C12)OCCN1CCS(CC1)(=O)=O)=O)C1=CC=C(C=C1)C (3-(2,4-Difluorophenyl)-6-[2-(1,1-dioxothiomorpholin-4-yl)ethoxy]-2-p-tolyl-1H-inden-1-one). Yield: 70.0%. RXN SMILES: Br[C:2]1[C:3](=[O:30])[C:4]2[C:9]([C:10]=1[C:11]1[CH:16]=[CH:15][C:14]([F:17])=[CH:13][C:12]=1[F:18])=[CH:8][CH:7]=[C:6]([O:19][CH2:20][CH2:21][N:22]1[CH2:27][CH2:26][S:25](=[O:29])(=[O:28])[CH2:24][CH2:23]1)[CH:5]=2.O1CCN(CCO[C:40]2[CH:48]=[C:47]3[C:43]([C:44](C4C=CC=CC=4)=C(Br)C3=O)=[CH:42][CH:41]=2)CC1.B(O)(O)C1C=CC(C)=CC=1>>[F:18][C:12]1[CH:13]=[C:14]([F:17])[CH:15]=[CH:16][C:11]=1[C:10]1[C:9]2[C:4](=[CH:5][C:6]([O:19][CH2:20][CH2:21][N:22]3[CH2:23][CH2:24][S:25](=[O:29])(=[O:28])[CH2:26][CH2:27]3)=[CH:7][CH:8]=2)[C:3](=[O:30])[C:2]=1[C:40]1[CH:48]=[CH:47][C:43]([CH3:44])=[CH:42][CH:41]=1. Reported procedure: The procedure of Step 7 of Example 1 was repeated except for using 2-bromo-3-(2,4-difluorophenyl)-6-[2-(1,1-dioxothiomorpholin-4-yl)ethoxy]-1H-inden-1-one obtained in Step 1 as a starting material instead of 6-(2-morpholinoethoxy)-2-bromo-3-phenyl-1H-inden-1-one and p-tolylboronic acid instead of 3-pyridinylboronic acid to obtain the title compound (70%). The reactants are O1C(=CC=C1)C1=CC=C(C=C1)/C(=C/CO)/C1=CC=CC=C1 ((E)-3-(4-furan-2-yl-phenyl)-3-phenyl-prop-2-en-1-ol), C(CCC)P(CCCC)CCCC (tributylphosphine), C(C)OC([C@H](CC1=CC=C(C=C1)O)OCC)=O ((2S)-2-ethoxy-3-(4-hydroxy-phenyl)-propionic acid ethyl ester), azodicarboxylic dipiperidide. Run in C1=CC=CC=C1 (benzene). The product is C(C)OC([C@H](CC1=CC=C(C=C1)OC\C=C(/C1=CC=CC=C1)\C1=CC=C(C=C1)C=1OC=CC1)OCC)=O ((E)-(2S)-2-Ethoxy-3-{4-[3-(4-furan-2-yl-phenyl)-3-phenyl-allyloxy]-phenyl}-propionic acid ethyl ester). The yield is 52.7%. As a reaction SMILES: [O:1]1[CH:5]=[CH:4][CH:3]=[C:2]1[C:6]1[CH:11]=[CH:10][C:9](/[C:12](/[C:16]2[CH:21]=[CH:20][CH:19]=[CH:18][CH:17]=2)=[CH:13]/[CH2:14][OH:15])=[CH:8][CH:7]=1.C(P(CCCC)CCCC)CCC.[CH2:35]([O:37][C:38](=[O:51])[C@@H:39]([O:48][CH2:49][CH3:50])[CH2:40][C:41]1[CH:46]=[CH:45][C:44](O)=[CH:43][CH:42]=1)[CH3:36]>C1C=CC=CC=1>[CH2:35]([O:37][C:38](=[O:51])[C@@H:39]([O:48][CH2:49][CH3:50])[CH2:40][C:41]1[CH:46]=[CH:45][C:44]([O:15][CH2:14]/[CH:13]=[C:12](/[C:9]2[CH:10]=[CH:11][C:6]([C:2]3[O:1][CH:5]=[CH:4][CH:3]=3)=[CH:7][CH:8]=2)\[C:16]2[CH:17]=[CH:18][CH:19]=[CH:20][CH:21]=2)=[CH:43][CH:42]=1)[CH3:36]. Reported procedure: Reaction of (E)-3-(4-furan-2-yl-phenyl)-3-phenyl-prop-2-en-1-ol (475 mg, 1.72 mmol), tributylphosphine (0.63 ml, 2.58 mmol), (2S)-2-ethoxy-3-(4-hydroxy-phenyl)-propionic acid ethyl ester (451 mg, 1.89 mmol) and azodicarboxylic dipiperidide (650 mg, 2.58 mmol) in benzene in an identical manner to example 3 gave the title compound (450 mg, 53%). The reactants are CC1=NC=C(C(=C1)COC(C)=O)CO (2-methyl-4-acetoxymethyl-5-hydroxymethylpyridine). The reagents and catalysts are [O-2].[O-2].[O-2].[Cr+6] (chromium trioxide). Solvent: N1=CC=CC=C1 (pyridine). Product: CC1=NC=C(C(=C1)COC(C)=O)C=O (2-methyl-4-acetoxymethyl-5-formylpyridine). As a reaction SMILES: [CH3:1][C:2]1[CH:7]=[C:6]([CH2:8][O:9][C:10](=[O:12])[CH3:11])[C:5]([CH2:13][OH:14])=[CH:4][N:3]=1>N1C=CC=CC=1.[O-2].[O-2].[O-2].[Cr+6]>[CH3:1][C:2]1[CH:7]=[C:6]([CH2:8][O:9][C:10](=[O:12])[CH3:11])[C:5]([CH:13]=[O:14])=[CH:4][N:3]=1 |f:2.3.4.5|. Reported procedure: This product is prepared by oxidation of 2-methyl-B 4-acetoxymethyl-5-hydroxymethylpyridine (from Step A) with chromium trioxide in pyridine by the procedure substantially as described in Example 11, Step A. Starting materials: C1CCOC1, [Na+], [OH-], O=C1CCC(c2ccccc2)CC1. Yields the product C=C1CCC(c2ccccc2)CC1. Reaction SMILES: [CH2:16]1[O:17][CH2:18][CH2:19][CH2:20]1.[Na+:15].[OH-:14].[c:1]1([CH:7]2[CH2:8][CH2:9][C:10](=[O:13])[CH2:11][CH2:12]2)[cH:2][cH:3][cH:4][cH:5][cH:6]1>>[c:1]1([CH:7]2[CH2:8][CH2:9][C:10](=[CH2:16])[CH2:11][CH2:12]2)[cH:2][cH:3][cH:4][cH:5][cH:6]1. Procedure: 10,12-pentacosadiynoic acid (10 gm, GFS Chemicals) was dissolved in a solution containing 10 ml methanol (HPLC grade) and 10 ml chloroform (HPLC grade). The solution was stirred at room temperature and 10 drops of neat sulfuric acid was added drop wise. The solution was warmed to 100° F. for 2 hour. The reaction mixture was purified using column chromatography. The product (MePDA) was dried using a rotovap and the material stored in a chloroform solution. The solid form of MePDA was very unstabl... Yields the product C(CCCCCCCCC#CC#CCCCCCCCCCCCC)(=O)OC (methyl 10,12-pentacosadiynoate). Reagents/catalysts: S(O)(O)(=O)=O (sulfuric acid). Reactants: C(CCCCCCCCC#CC#CCCCCCCCCCCCC)(=O)O (10,12-pentacosadiynoic acid), CO (methanol). Run in C(Cl)(Cl)Cl (chloroform). Reaction SMILES: [C:1]([OH:27])(=[O:26])[CH2:2][CH2:3][CH2:4][CH2:5][CH2:6][CH2:7][CH2:8][CH2:9][C:10]#[C:11][C:12]#[C:13][CH2:14][CH2:15][CH2:16][CH2:17][CH2:18][CH2:19][CH2:20][CH2:21][CH2:22][CH2:23][CH2:24][CH3:25].[CH3:28]O>S(=O)(=O)(O)O.C(Cl)(Cl)Cl>[C:1]([O:27][CH3:28])(=[O:26])[CH2:2][CH2:3][CH2:4][CH2:5][CH2:6][CH2:7][CH2:8][CH2:9][C:10]#[C:11][C:12]#[C:13][CH2:14][CH2:15][CH2:16][CH2:17][CH2:18][CH2:19][CH2:20][CH2:21][CH2:22][CH2:23][CH2:24][CH3:25].